This data is from the Open Reaction Database (ORD), a public repository of structured organic reaction records. The task is: describe an organic reaction: reactants, conditions, products, and yield Product: BrCC=1C=C(C(=O)O)C=C(C1)C (3-bromomethyl-5-methyl-benzoic acid). Reactants: CC=1C=C(C(=O)O)C=C(C1)C (3,5-dimethylbenzoic acid), alkyl-Zn, CC=1C=C(C=C(C(=O)O)C1)C=O (5-methyl-3-formyl-benzoic acid), N(=NC(C#N)(C)C)C(C#N)(C)C (2,2′-azo-bis-isobutyronitrile), 3-formyl, acetal, BrBr (Br2). Reaction SMILES: [CH3:1][C:2]1[CH:3]=[C:4]([CH:11]=O)[CH:5]=[C:6]([CH:10]=1)[C:7]([OH:9])=[O:8].CC1C=C(C=C(C)C=1)C(O)=O.[Br:24]Br.N(C(C)(C)C#N)=NC(C)(C)C#N>>[Br:24][CH2:11][C:4]1[CH:5]=[C:6]([CH:10]=[C:2]([CH3:1])[CH:3]=1)[C:7]([OH:9])=[O:8]. Reported procedure: In general, 5-alkyl-3-formyl-benzoic acids may be prepared from 5-bromo-3-formyl-benzoic acid which in turn is prepared from 3-formyl-benzoid acid according to literature procedures (e.g. D. Zhao, J. S. Moore, J. Org. Chem. (2002), 67, 3548-3554). Thus, a 5-bromo-3-formyl-benzoic acid ester is reacted with the appropriate alkenyl boron derivative (e.g. 2,4,6-trivinyl-cyclotriboroxane) under Suzuki conditions (Lit.: e.g. F. Kerins, D. F. O'Shea, J. Org. Chem. (2002), 67, 4968-4971) followed by ca... Reactants: ClC1=CC=C(C=C1)C=1N(C(NN1)=O)CC(C(F)(F)F)O (5-(4-Chlorophenyl)-4-(3,3,3-trifluoro-2-hydroxypropyl)-2,4-dihydro-3H-1,2,4-triazol-3-one), C([O-])([O-])=O.[Cs+].[Cs+] (cesium carbonate), BrC1=CC(=C(C(=O)OC)C=C1)CBr (methyl 4-bromo-2-(bromomethyl)benzoate). Run in C(C)#N (acetonitrile). Product: BrC1=CC(=C(C(=O)OC)C=C1)CN1N=C(N(C1=O)CC(C(F)(F)F)O)C1=CC=C(C=C1)Cl (Methyl 4-bromo-2-{[3-(4-chlorophenyl)-5-oxo-4-(3,3,3-trifluoro-2-hydroxypropyl)-4,5-dihydro-1H-1,2,4-triazol-1-yl]methyl}benzoate). As a reaction SMILES: [Cl:1][C:2]1[CH:7]=[CH:6][C:5]([C:8]2[N:9]([CH2:14][CH:15]([OH:20])[C:16]([F:19])([F:18])[F:17])[C:10](=[O:13])[NH:11][N:12]=2)=[CH:4][CH:3]=1.C(=O)([O-])[O-].[Cs+].[Cs+].[Br:27][C:28]1[CH:37]=[CH:36][C:31]([C:32]([O:34][CH3:35])=[O:33])=[C:30]([CH2:38]Br)[CH:29]=1>C(#N)C>[Br:27][C:28]1[CH:37]=[CH:36][C:31]([C:32]([O:34][CH3:35])=[O:33])=[C:30]([CH2:38][N:11]2[C:10](=[O:13])[N:9]([CH2:14][CH:15]([OH:20])[C:16]([F:18])([F:19])[F:17])[C:8]([C:5]3[CH:6]=[CH:7][C:2]([Cl:1])=[CH:3][CH:4]=3)=[N:12]2)[CH:29]=1 |f:1.2.3|. Procedure details: 450 mg (1.30 mmol) of the compound from Example 4A and 715 mg (2.19 mmol) of cesium carbonate were suspended in 6 ml of acetonitrile, and 708 mg (1.61 mmol) of methyl 4-bromo-2-(bromomethyl)benzoate were added. The mixture was stirred under reflux for 20 h. The precipitated solid was filtered off and the filtrate was concentrated under reduced pressure to a volume of about 1.5 ml. After addition of 1 ml of 1 N hydrochloric acid, the mixture was directly purified chromatographically [Method 19]. ... Reactants: C(C1=CC=CC=C1)(=O)C1=NC=2N(C(N=C(C2)OC)=O)C1 (2-benzoyl-7-methoxyimidazo[1,2-c]pyrimidin-5-one), ICCC (iodopropane). Product: C(C1=CC=CC=C1)(=O)C=1N=C2N(C(N(C(=C2)OC)CCC)=O)C1 (2-benzoyl-7-methoxy-6-propyl-imidazo[1,2-c]pyrimidin-5-one). RXN SMILES: [C:1]([C:9]1[CH2:20][N:12]2[C:13](=[O:19])[N:14]=[C:15]([O:17][CH3:18])[CH:16]=[C:11]2[N:10]=1)(=[O:8])[C:2]1[CH:7]=[CH:6][CH:5]=[CH:4][CH:3]=1.I[CH2:22][CH2:23][CH3:24]>>[C:1]([C:9]1[N:10]=[C:11]2[CH:16]=[C:15]([O:17][CH3:18])[N:14]([CH2:22][CH2:23][CH3:24])[C:13](=[O:19])[N:12]2[CH:20]=1)(=[O:8])[C:2]1[CH:3]=[CH:4][CH:5]=[CH:6][CH:7]=1. Procedure: Using the procedure of Example 2, 2-benzoyl-7-methoxyimidazo[1,2-c]pyrimidin-5-one and iodopropane were reacted to obtain 2-benzoyl-7-methoxy-6-propyl-imidazo[1,2-c]pyrimidin-5-one. Spectral, yield and melting point data are given in Table I. Reactants: CC(=O)OC(C)=O, Nc1ccc2c(c1)CCC2, C1COCCO1, O. Yields the product CC(=O)Nc1ccc2c(c1)CCC2. As a reaction SMILES: [CH3:11][C:12](=[O:13])[O:14][C:15](=[O:16])[CH3:17].[NH2:1][c:2]1[cH:3][c:4]2[c:8]([cH:9][cH:10]1)[CH2:7][CH2:6][CH2:5]2.[O:18]1[CH2:19][CH2:20][O:21][CH2:22][CH2:23]1.[OH2:24]>>[NH:1]([c:2]1[cH:3][c:4]2[c:8]([cH:9][cH:10]1)[CH2:7][CH2:6][CH2:5]2)[C:12]([CH3:11])=[O:13]. The reactants are O=C(O)CCCCBr, CC#N, c1ccc(P(c2ccccc2)c2ccccc2)cc1, c1ccccc1. The product is [Br-], O=C(O)CCCC[P+](c1ccccc1)(c1ccccc1)c1ccccc1. RXN SMILES: [Br:1][CH2:2][CH2:3][CH2:4][CH2:5][C:6](=[O:7])[OH:8].[CH3:28][C:29]#[N:30].[c:9]1([P:15]([c:16]2[cH:17][cH:18][cH:19][cH:20][cH:21]2)[c:22]2[cH:23][cH:24][cH:25][cH:26][cH:27]2)[cH:10][cH:11][cH:12][cH:13][cH:14]1.[cH:31]1[cH:32][cH:33][cH:34][cH:35][cH:36]1>>[Br-:1].[CH2:2]([CH2:3][CH2:4][CH2:5][C:6](=[O:7])[OH:8])[P+:15]([c:9]1[cH:10][cH:11][cH:12][cH:13][cH:14]1)([c:16]1[cH:17][cH:18][cH:19][cH:20][cH:21]1)[c:22]1[cH:23][cH:24][cH:25][cH:26][cH:27]1. As a reaction SMILES: [C:45]([O:46][BH-:47]([O:48][C:49](=[O:50])[CH3:51])[O:52][C:53](=[O:54])[CH3:55])(=[O:56])[CH3:57].[C:59](=[O:60])([O-:61])[OH:62].[Cl:64][CH2:65][Cl:66].[F:1][c:2]1[cH:3][c:4]([CH:8]2[CH2:9][NH:10][CH2:11][CH2:12][CH:13]2[CH2:14][N:15]([C:16]([O:17][C:18]([CH3:19])([CH3:20])[CH3:21])=[O:22])[CH:23]([CH3:24])[c:25]2[cH:26][cH:27][cH:28][c:29]3[cH:30][cH:31][cH:32][cH:33][c:34]23)[cH:5][cH:6][cH:7]1.[Na+:58].[Na+:63].[O:35]=[CH:36][CH2:37][CH2:38][CH2:39][CH2:40][C:41](=[O:42])[O:43][CH3:44]>>[F:1][c:2]1[cH:3][c:4]([CH:8]2[CH2:9][N:10]([CH2:36][CH2:37][CH2:38][CH2:39][CH2:40][C:41](=[O:42])[O:43][CH3:44])[CH2:11][CH2:12][CH:13]2[CH2:14][N:15]([C:16]([O:17][C:18]([CH3:19])([CH3:20])[CH3:21])=[O:22])[CH:23]([CH3:24])[c:25]2[cH:26][cH:27][cH:28][c:29]3[cH:30][cH:31][cH:32][cH:33][c:34]23)[cH:5][cH:6][cH:7]1. Product: COC(=O)CCCCCN1CCC(CN(C(=O)OC(C)(C)C)C(C)c2cccc3ccccc23)C(c2cccc(F)c2)C1. Reactants: CC(=O)O[BH-](OC(C)=O)OC(C)=O, O=C([O-])O, ClCCl, CC(c1cccc2ccccc12)N(CC1CCNCC1c1cccc(F)c1)C(=O)OC(C)(C)C, [Na+], [Na+], COC(=O)CCCCC=O.